This data is from the Open Reaction Database (ORD), a public repository of structured organic reaction records. The task is: describe an organic reaction: reactants, conditions, products, and yield The reactants are NC1=NC(=C(C(=C1)C)Br)C (2-amino-5-bromo-4,6-dimethylpyridine), Cl (hydrochloric acid), N(=O)[O-].[Na+] (Sodium nitrite). Reaction conditions: temperature -10 celsius, time 15 minute. The product is BrC=1C(=NC(=CC1C)Cl)C (3-bromo-6-chloro-2,4-dimethylpyridine). RXN SMILES: N[C:2]1[CH:7]=[C:6]([CH3:8])[C:5]([Br:9])=[C:4]([CH3:10])[N:3]=1.N([O-])=O.[Na+].[ClH:15]>>[Br:9][C:5]1[C:4]([CH3:10])=[N:3][C:2]([Cl:15])=[CH:7][C:6]=1[CH3:8] |f:1.2|. Reported procedure: A stirred solution of 2-amino-5-bromo-4,6-dimethylpyridine (65 g, 323 mmol) in 37% hydrochloric acid (780 ml) was cooled to −10° C. Sodium nitrite (66.9 g, 970 mmol) was added in small portions over 10 min. The reaction was stirred for 15 min at −10° C. and then warmed to room temperature. After stirring for 1 hour at r.t., the reaction was quenched by pouring into ice/water (4 L). The mixture was stirred for 5 minutes and then extracted with EtOAc (4 L). The organic extract was washed with wate... The reactants are ClC(Cl)Cl, NC(=O)CCC(=O)NCl, CC(=O)Cc1ccc(N)cc1. Product: CC(=O)Cc1ccc(N)c(Cl)c1. As a reaction SMILES: [CH:21]([Cl:22])([Cl:23])[Cl:24].[Cl:1][NH:2][C:3](=[O:4])[CH2:5][CH2:6][C:7]([NH2:8])=[O:9].[NH2:10][c:11]1[cH:12][cH:13][c:14]([CH2:17][C:18]([CH3:19])=[O:20])[cH:15][cH:16]1>>[Cl:1][c:16]1[c:11]([NH2:10])[cH:12][cH:13][c:14]([CH2:17][C:18]([CH3:19])=[O:20])[cH:15]1. The reactants are Brc1csc(CC2CC2)c1, C1COCCO1, [K+], [K+], O=C([O-])[O-], CC1(C)OB(c2cc(C(N)=O)c3[nH]cc(C4CCS(=O)(=O)CC4)c3c2)OC1(C)C, O. Yields the product NC(=O)c1cc(-c2csc(CC3CC3)c2)cc2c(C3CCS(=O)(=O)CC3)c[nH]c12. As a reaction SMILES: [Br:1][c:2]1[cH:3][c:4]([CH2:7][CH:8]2[CH2:9][CH2:10]2)[s:5][cH:6]1.[CH2:47]1[O:48][CH2:49][CH2:50][O:51][CH2:52]1.[K+:40].[K+:41].[O-:42][C:43]([O-:44])=[O:45].[O:11]=[S:12]1(=[O:39])[CH2:13][CH2:14][CH:15]([c:18]2[cH:19][nH:20][c:21]3[c:22]([C:36](=[O:37])[NH2:38])[cH:23][c:24]([B:27]4[O:28][C:29]([CH3:30])([CH3:31])[C:32]([CH3:33])([CH3:34])[O:35]4)[cH:25][c:26]23)[CH2:16][CH2:17]1.[OH2:46]>>[c:2]1(-[c:24]2[cH:23][c:22]([C:36](=[O:37])[NH2:38])[c:21]3[nH:20][cH:19][c:18]([CH:15]4[CH2:14][CH2:13][S:12](=[O:11])(=[O:39])[CH2:17][CH2:16]4)[c:26]3[cH:25]2)[cH:3][c:4]([CH2:7][CH:8]2[CH2:9][CH2:10]2)[s:5][cH:6]1. As a reaction SMILES: [NH2-].[Na+].[NH2:3][C:4]1[CH:17]=[CH:16][CH:15]=[CH:14][C:5]=1[C:6]([C:8]1[CH:13]=[CH:12][CH:11]=[CH:10][CH:9]=1)=[O:7].[C:18](#[N:22])[CH:19]([CH3:21])[CH3:20]>CCOCC>[NH2:22][C:18]1[C:19]([CH3:21])([CH3:20])[C:6]([C:8]2[CH:13]=[CH:12][CH:11]=[CH:10][CH:9]=2)([OH:7])[C:5]2[C:4](=[CH:17][CH:16]=[CH:15][CH:14]=2)[N:3]=1 |f:0.1|. Run in CCOCC (ether). Reactants: [NH2-].[Na+] (Sodium amide), NC1=C(C(=O)C2=CC=CC=C2)C=CC=C1 (2-aminobenzophenone), C(C(C)C)#N (isobutyronitrile). Run at time 1 hour. Procedure details: Sodium amide (15 g.) was added portionwise to a stirred solution of 2-aminobenzophenone(19.7g., 0.1 mole) and isobutyronitrile (20.7g., 0.3 mole) in dry ether (500 ml.). The mixture was stirred for 1 hour at room temperature and then heated under reflux for 21/2 hours. After cooling, the mixture was poured onto ice, extracted with ether and the combined extracts washed and dried (MgSO4). The solvent was removed and the residue crystallised from toluene to give a product (10.76g., m.p. 157° - 160... Product: NC1=NC2=CC=CC=C2C(C1(C)C)(O)C1=CC=CC=C1 (2-Amino-3,4-dihydro-3,3-dimethyl-4-phenylquinolin-4-ol). Starting materials: Cl.S1N=C(C2=C1C=CC=C2)N2CCN(CC2)CCC2=CC(=C(C=C2)N)C (4-[2-(4-benzo[d]isothiazol-3-yl-piperazin-1-yl)-ethyl]-2-methyl-phenylamine hydrochloride), CC(=CC(=O)Cl)C (3,3-dimethyl-acryloyl chloride). The product is S1N=C(C2=C1C=CC=C2)N2CCN(CC2)CCC2=CC(=C(C=C2)NC(C=C(C)C)=O)C (3-methyl-but-2-enoic acid{4-[2-(4-benzo[d]isothiazol-3-yl-piperazin-1-yl)-ethyl]-2-methyl-phenyl]amide). Isolated yield 74.1%. RXN SMILES: Cl.[S:2]1[C:6]2[CH:7]=[CH:8][CH:9]=[CH:10][C:5]=2[C:4]([N:11]2[CH2:16][CH2:15][N:14]([CH2:17][CH2:18][C:19]3[CH:24]=[CH:23][C:22]([NH2:25])=[C:21]([CH3:26])[CH:20]=3)[CH2:13][CH2:12]2)=[N:3]1.[CH3:27][C:28]([CH3:33])=[CH:29][C:30](Cl)=[O:31]>>[S:2]1[C:6]2[CH:7]=[CH:8][CH:9]=[CH:10][C:5]=2[C:4]([N:11]2[CH2:12][CH2:13][N:14]([CH2:17][CH2:18][C:19]3[CH:24]=[CH:23][C:22]([NH:25][C:30](=[O:31])[CH:29]=[C:28]([CH3:33])[CH3:27])=[C:21]([CH3:26])[CH:20]=3)[CH2:15][CH2:16]2)=[N:3]1 |f:0.1|. Reported procedure: Starting with 4-[2-(4-benzo[d]isothiazol-3-yl-piperazin-1-yl)-ethyl]-2-methyl-phenylamine hydrochloride (0.60 g, 1.702 mmol) and 3,3-dimethyl-acryloyl chloride (0.189 mL, 1.702 mmol) and following the procedure outlined in Example 512, 3-methyl-but-2-enoic acid{4-[2-(4-benzo[d]isothiazol-3-yl-piperazin-1-yl)-ethyl]-2-methyl-phenyl]amide (0.553 g, 1.261 mmol) was obtained. Yield=75%. 100% purity at 254 nM; LCMS (APCI): 435.3 [M+H]+; 1H NMR (400 MHz, DMSO-d6) δ 9.05 (s, 1H), 8.00 (d, J=8.42 Hz, 2H... The reactants are BrC1=CC=C(O1)C=O (5-bromo-2-furaldehyde), [OH-].[K+] (KOH), NC1=NC(=CC(=C1)CNC(=O)C1CCCC1)N (cyclopentanecarboxylic acid (2,6-diamino-pyridin-4-ylmethyl)-amide), C1(=C(C(=CC(=C1)C)C)S(=O)(=O)NO)C (o-mesitylenesulfonylhydroxylamine), 2h. Run in CO (MeOH), O1CCOCC1 (dioxane). Run at temperature 100 celsius, time 16 hour. The product is NC1=CC(=CC=2N1N=C(N2)C=2OC(=CC2)Br)CNC(=O)C2CCCC2 (Cyclopentanecarboxylic Acid [5-Amino-2-(5-bromo-furan-2-yl)-[1,2,4]triazolo[1,5-a]pyridin-7-ylmethyl]-amide). Isolated yield 21.0%. As a reaction SMILES: [NH2:1][C:2]1[CH:7]=[C:6]([CH2:8][NH:9][C:10]([CH:12]2[CH2:16][CH2:15][CH2:14][CH2:13]2)=[O:11])[CH:5]=[C:4]([NH2:17])[N:3]=1.C1(C)C=C(C)C=C(C)C=1S([NH:29]O)(=O)=O.[Br:32][C:33]1[O:37][C:36]([CH:38]=O)=[CH:35][CH:34]=1.[OH-].[K+]>O1CCOCC1.CO>[NH2:17][C:4]1[N:3]2[N:29]=[C:38]([C:36]3[O:37][C:33]([Br:32])=[CH:34][CH:35]=3)[N:1]=[C:2]2[CH:7]=[C:6]([CH2:8][NH:9][C:10]([CH:12]2[CH2:13][CH2:14][CH2:15][CH2:16]2)=[O:11])[CH:5]=1 |f:3.4|. Procedure details: To a solution of 39 mg (0.17 mmol) cyclopentanecarboxylic acid (2,6-diamino-pyridin-4-ylmethyl)-amide in 1.4 ml dioxane was added 40.2 mg (0.187 mmol, 1.1 eq.) o-mesitylenesulfonylhydroxylamine and after 2h 38.6 mg (0.221 mmol, 1.3 eq.) 5-bromo-2-furaldehyde. The mixture was heated to 100° C. for 2.5 h and afterwards 0.17 ml 1N KOH in MeOH was added. Opening of the reaction vessel and stirring of the mixture at room temperature for 16 h preceded the evaporation to dryness. The residue was taken ... Starting materials: CC(=O)N1CCC(C(=O)O)CC1, CN(C(=O)c1cc(C(F)(F)F)cc(C(F)(F)F)c1)C1CNCC1c1ccc(Cl)c(Cl)c1, Cl. Yields the product CC(=O)N1CCC(C(=O)N2CC(c3ccc(Cl)c(Cl)c3)C(N(C)C(=O)c3cc(C(F)(F)F)cc(C(F)(F)F)c3)C2)CC1. Reaction SMILES: [C:33]([CH3:34])(=[O:35])[N:36]1[CH2:37][CH2:38][CH:39]([C:42](=[O:43])[OH:44])[CH2:40][CH2:41]1.[Cl:2][c:3]1[cH:4][c:5]([CH:10]2[CH:11]([N:15]([C:16]([c:17]3[cH:18][c:19]([C:27]([F:28])([F:29])[F:30])[cH:20][c:21]([C:23]([F:24])([F:25])[F:26])[cH:22]3)=[O:31])[CH3:32])[CH2:12][NH:13][CH2:14]2)[cH:6][cH:7][c:8]1[Cl:9].[ClH:1]>>[Cl:2][c:3]1[cH:4][c:5]([CH:10]2[CH:11]([N:15]([C:16]([c:17]3[cH:18][c:19]([C:27]([F:28])([F:29])[F:30])[cH:20][c:21]([C:23]([F:24])([F:25])[F:26])[cH:22]3)=[O:31])[CH3:32])[CH2:12][N:13]([C:42]([CH:39]3[CH2:38][CH2:37][N:36]([C:33]([CH3:34])=[O:35])[CH2:41][CH2:40]3)=[O:43])[CH2:14]2)[cH:6][cH:7][c:8]1[Cl:9].